This data is from the Open Reaction Database (ORD), a public repository of structured organic reaction records. The task is: describe an organic reaction: reactants, conditions, products, and yield The reactants are ClC1=NC=CC(=N1)C1=C(N=C(S1)N1CCOCC1)C=1C(=C(C=CC1)NS(=O)(=O)C1=C(C=CC(=C1)F)F)F (N-{3-[5-(2-chloro-4-pyrimidinyl)-2-(4-morpholinyl)-1,3-thiazol-4-yl]-2-fluorophenyl}-2,5-difluorobenzenesulfonamide), C(C)(C)N (isopropylamine). Product: FC1=C(C=C(C=C1)F)S(=O)(=O)NC1=C(C(=CC=C1)C=1N=C(SC1C1=NC(=NC=C1)NC(C)C)N1CCOCC1)F (2,5-Difluoro-N-{2-fluoro-3-[5-{2-[(1-methylethyl)amino]-4-pyrimidinyl}-2-(4-morpholinyl)-1,3-thiazol-4-yl]phenyl}benzenesulfonamide). As a reaction SMILES: Cl[C:2]1[N:7]=[C:6]([C:8]2[S:12][C:11]([N:13]3[CH2:18][CH2:17][O:16][CH2:15][CH2:14]3)=[N:10][C:9]=2[C:19]2[C:20]([F:37])=[C:21]([NH:25][S:26]([C:29]3[CH:34]=[C:33]([F:35])[CH:32]=[CH:31][C:30]=3[F:36])(=[O:28])=[O:27])[CH:22]=[CH:23][CH:24]=2)[CH:5]=[CH:4][N:3]=1.[CH:38]([NH2:41])([CH3:40])[CH3:39]>>[F:36][C:30]1[CH:31]=[CH:32][C:33]([F:35])=[CH:34][C:29]=1[S:26]([NH:25][C:21]1[CH:22]=[CH:23][CH:24]=[C:19]([C:9]2[N:10]=[C:11]([N:13]3[CH2:18][CH2:17][O:16][CH2:15][CH2:14]3)[S:12][C:8]=2[C:6]2[CH:5]=[CH:4][N:3]=[C:2]([NH:41][CH:38]([CH3:40])[CH3:39])[N:7]=2)[C:20]=1[F:37])(=[O:28])=[O:27]. Procedure details: Following a procedure analogous to the procedure described in Example 18, Step B using N-{3-[5-(2-chloro-4-pyrimidinyl)-2-(4-morpholinyl)-1,3-thiazol-4-yl]-2-fluorophenyl}-2,5-difluorobenzenesulfonamide (0.20 g, 0.35 mmol) and isopropylamine (2 mL) the title compound was obtained as a yellow solid (0.15 g, 0.25 mmol, 72% yield). 1H NMR (400 MHz, DMSO-d6) δ ppm 14.28 (br. s., 1H), 8.35 (d, J=7.2 Hz, 1H), 7.84 (s, 1H) 7.67-7.51 (m, 2H), 7.47 (d, J=6.8 Hz, 1H), 7.33-7.07 (m, 3H), 5.90 (d, J=6.6 Hz,... Starting materials: COC(=O)N1CCC(Oc2ncnc3c2CCN3c2ccc(S(C)(=O)=O)cc2F)CC1, O=C(O)C(F)(F)F, CS(=O)(=O)c1ccc(N2CCc3c(OC4CCNCC4)ncnc32)c(F)c1. Yields the product CCOC(=O)N1CCC(Oc2ncnc3c2CCN3c2ccc(S(C)(=O)=O)cc2F)CC1. Reaction SMILES: [F:1][c:2]1[c:3]([N:12]2[CH2:13][CH2:14][c:15]3[c:16]2[n:17][cH:18][n:19][c:20]3[O:21][CH:22]2[CH2:23][CH2:24][N:25]([C:28](=[O:29])[O:30][CH3:31])[CH2:26][CH2:27]2)[cH:4][cH:5][c:6]([S:8](=[O:9])(=[O:10])[CH3:11])[cH:7]1.[F:32][C:33]([F:34])([F:35])[C:36]([OH:37])=[O:38].[F:39][c:40]1[cH:41][c:42]([S:43]([CH3:44])(=[O:45])=[O:46])[cH:47][cH:48][c:49]1[N:50]1[c:51]2[n:52][cH:53][n:54][c:55]([O:56][CH:57]3[CH2:58][CH2:59][NH:60][CH2:61][CH2:62]3)[c:63]2[CH2:64][CH2:65]1>>[F:1][c:2]1[c:3]([N:12]2[CH2:13][CH2:14][c:15]3[c:16]2[n:17][cH:18][n:19][c:20]3[O:21][CH:22]2[CH2:23][CH2:24][N:25]([C:28](=[O:29])[O:30][CH2:31][CH3:33])[CH2:26][CH2:27]2)[cH:4][cH:5][c:6]([S:8](=[O:9])(=[O:10])[CH3:11])[cH:7]1. Starting materials: C(C)OC(=O)N1CCN(CC1)C([C@H](CCC(=O)OC(C)(C)C)NC(=O)C1=NN(C(=C1)OCC(=O)N1[C@@H](CCC1)C(=O)OCC1=CC=CC=C1)C1=CC=CC=C1)=O (4-[(S)-2-({5-[2-((S)-2-Benzyloxycarbonyl-pyrrolidin-1-yl)-2-oxo-ethoxy]-1-phenyl-1H-pyrazole-3-carbonyl}-amino)-4-tert-butoxycarbonyl-butyryl]-piperazine-1-carboxylic acid ethyl ester). The solvent is C(C)(=O)OCC (ethyl acetate). Run at time 24 hour. Product: C(C)OC(=O)N1CCN(CC1)C([C@H](CCC(=O)OC(C)(C)C)NC(=O)C1=NN(C(=C1)OCC(=O)N1[C@@H](CCC1)C(=O)O)C1=CC=CC=C1)=O (4-[(S)-4-tert-Butoxycarbonyl-2-({5-[2-((S)-2-carboxy-pyrrolidin-1-yl)-2-oxo-ethoxy]-1-phenyl-1H-pyrazole-3-carbonyl}-amino)-butyryl]-piperazine-1-carboxylic acid ethyl ester). Reaction SMILES: [CH2:1]([O:3][C:4]([N:6]1[CH2:11][CH2:10][N:9]([C:12](=[O:56])[C@@H:13]([NH:23][C:24]([C:26]2[CH:30]=[C:29]([O:31][CH2:32][C:33]([N:35]3[CH2:39][CH2:38][CH2:37][C@H:36]3[C:40]([O:42]CC3C=CC=CC=3)=[O:41])=[O:34])[N:28]([C:50]3[CH:55]=[CH:54][CH:53]=[CH:52][CH:51]=3)[N:27]=2)=[O:25])[CH2:14][CH2:15][C:16]([O:18][C:19]([CH3:22])([CH3:21])[CH3:20])=[O:17])[CH2:8][CH2:7]1)=[O:5])[CH3:2]>C(OCC)(=O)C>[CH2:1]([O:3][C:4]([N:6]1[CH2:7][CH2:8][N:9]([C:12](=[O:56])[C@@H:13]([NH:23][C:24]([C:26]2[CH:30]=[C:29]([O:31][CH2:32][C:33]([N:35]3[CH2:39][CH2:38][CH2:37][C@H:36]3[C:40]([OH:42])=[O:41])=[O:34])[N:28]([C:50]3[CH:55]=[CH:54][CH:53]=[CH:52][CH:51]=3)[N:27]=2)=[O:25])[CH2:14][CH2:15][C:16]([O:18][C:19]([CH3:22])([CH3:21])[CH3:20])=[O:17])[CH2:10][CH2:11]1)=[O:5])[CH3:2]. Procedure: To a solution of 11.6 g 4-[(S)-2-({5-[2-((S)-2-Benzyloxycarbonyl-pyrrolidin-1-yl)-2-oxo-ethoxy]-1-phenyl-1H-pyrazole-3-carbonyl}-amino)-4-tert-butoxycarbonyl-butyryl]-piperazine-1-carboxylic acid ethyl ester in 75 ml ethyl acetate was added under argon 1 g Pd/C (10%) and the suspension was stirred under an atmosphere of hydrogen (3 bar) for 24 h. The suspension was filtered over a plug of Celite® and washed with ethyl acetate. The crude product obtained after evaporation of the solvent was used ... Reactants: FC1=NC(=C2N=CNC2=N1)NC(C)C=1N(C(C2=C(C=CC=C2C1)C)=O)C1=CC=CC=C1 (3-(1-(2-fluoro-9H-purin-6-ylamino)ethyl)-8-methyl-2-phenylisoquinolin-1(2H)-one), C(=O)(O)[O-].[Na+] (NaHCO3), FC1=NC(=C2N=CN(C2=N1)C1OCCCC1)NC(C)C=1N(C(C2=C(C=CC=C2C1)C)=O)C1=CC=CC=C1 (3-(1-(2-Fluoro-9-(tetrahydro-2H-pyran-2-yl)-9H-purin-6-ylamino)ethyl)-8-methyl-2-phenylisoquinolin-1(2H)-one), FC1=NC(=C2N=CN(C2=N1)C1OCCCC1)NC(C)C=1N(C(C2=C(C=CC=C2C1)C)=O)C1=CC=CC=C1 (3-(1-(2-Fluoro-9-(tetrahydro-2H-pyran-2-yl)-9H-purin-6-ylamino)ethyl)-8-methyl-2-phenylisoquinolin-1(2H)-one). Run in Cl.CCO (HCl EtOH). Reaction conditions: time 1 hour. Yields the product FC1=NC(=C2N=CNC2=N1)N[C@@H](C)C=1N(C(C2=C(C=CC=C2C1)C)=O)C1=CC=CC=C1 ((S)-3-(1-(2-fluoro-9H-purin-6-ylamino)ethyl)-8-methyl-2-phenylisoquinolin-1(2H)-one), FC1=NC(=C2N=CNC2=N1)NC(C)C=1N(C(C2=C(C=CC=C2C1)C)=O)C1=CC=CC=C1 (3-(1-(2-fluoro-9H-purin-6-ylamino)ethyl)-8-methyl-2-phenylisoquinolin-1(2H)-one). Isolated yield 94.0%. As a reaction SMILES: [F:1][C:2]1[N:10]=[C:9]2[C:5]([N:6]=[CH:7][N:8]2C2CCCCO2)=[C:4]([NH:17][CH:18]([C:20]2[N:21]([C:32]3[CH:37]=[CH:36][CH:35]=[CH:34][CH:33]=3)[C:22](=[O:31])[C:23]3[C:28]([CH:29]=2)=[CH:27][CH:26]=[CH:25][C:24]=3[CH3:30])[CH3:19])[N:3]=1.C([O-])(O)=O.[Na+].[F:43][C:44]1[N:52]=[C:51]2[C:47]([N:48]=[CH:49][NH:50]2)=[C:46]([NH:53][CH:54]([C:56]2[N:57]([C:68]3[CH:73]=[CH:72][CH:71]=[CH:70][CH:69]=3)[C:58](=[O:67])[C:59]3[C:64]([CH:65]=2)=[CH:63][CH:62]=[CH:61][C:60]=3[CH3:66])[CH3:55])[N:45]=1>Cl.CCO>[F:1][C:2]1[N:10]=[C:9]2[C:5]([N:6]=[CH:7][NH:8]2)=[C:4]([NH:17][C@H:18]([C:20]2[N:21]([C:32]3[CH:37]=[CH:36][CH:35]=[CH:34][CH:33]=3)[C:22](=[O:31])[C:23]3[C:28]([CH:29]=2)=[CH:27][CH:26]=[CH:25][C:24]=3[CH3:30])[CH3:19])[N:3]=1.[F:43][C:44]1[N:52]=[C:51]2[C:47]([N:48]=[CH:49][NH:50]2)=[C:46]([NH:53][CH:54]([C:56]2[N:57]([C:68]3[CH:73]=[CH:72][CH:71]=[CH:70][CH:69]=3)[C:58](=[O:67])[C:59]3[C:64]([CH:65]=2)=[CH:63][CH:62]=[CH:61][C:60]=3[CH3:66])[CH3:55])[N:45]=1 |f:1.2,4.5|. Procedure: 3-(1-(2-Fluoro-9-(tetrahydro-2H-pyran-2-yl)-9H-purin-6-ylamino)ethyl)-8-methyl-2-phenylisoquinolin-1(2H)-one (compound 5203) (160 mg, 0.32 mmol) was dissolved in HCl/EtOH (3 M, 5 mL) and the resulting mixture was stirred at room temperature for 1 h. The mixture was neutralized with saturated NaHCO3 aqueous solution to pH=7-8, and extracted with CH2Cl2 (50 mL×3). The combined organic layer was washed with brine, dried over anhydrous Na2SO4 and filtered. The filtrate was concentrated in vacuo and ... The reactants are CC=1NC=CN1 (2-methylimidazole), IC1=CC=C(CBr)C=C1 (4-iodobenzyl bromide), C([O-])([O-])=O.[K+].[K+] (potassium carbonate). Reaction SMILES: [CH3:1][C:2]1[NH:3][CH:4]=[CH:5][N:6]=1.[I:7][C:8]1[CH:15]=[CH:14][C:11]([CH2:12]Br)=[CH:10][CH:9]=1.C(=O)([O-])[O-].[K+].[K+]>C(#N)C>[CH3:1][C:2]1[N:3]([CH2:12][C:11]2[CH:14]=[CH:15][C:8]([I:7])=[CH:9][CH:10]=2)[CH:4]=[CH:5][N:6]=1 |f:2.3.4|. Yield: 44.0%. The solvent is C(C)#N (acetonitrile). Procedure details: A mixture of 2-methylimidazole (0.66 g, 8.0 mmol), 4-iodobenzyl bromide (J. Am. Chem. Soc, 1949, 71, 3360) (2.38 g, 8.0 mmol) and potassium carbonate (2.21 g, 16 mmol) in acetonitrile (100 ml) was stirred at reflux for 15 hrs. After cooling, precipitates were filtered off and the filtrate was concentrated to dryness. The residue was partitioned between ether (100 ml) and water (100 ml). The ethereal layer was separated, washed with brine (100 ml), dried (magnesium sulfate) and concentrated. Puri... The product is CC=1N(C=CN1)CC1=CC=C(C=C1)I (4-[(2-Methylimidazol-1-yl)methyl]phenyliodide). The reactants are CCCCP(CCCC)CCCC, CC(C)(O)C#N, COCOc1cccc(C(C)O)c1, O=C(N=NC(=O)N1CCCCC1)N1CCCCC1, C1CCOC1. The product is COCOc1cccc(C(C)C#N)c1. RXN SMILES: [CH2:20]([P:21]([CH2:22][CH2:23][CH2:24][CH3:25])[CH2:26][CH2:27][CH2:28][CH3:29])[CH2:30][CH2:31][CH3:32].[CH3:14][C:15]([C:16]#[N:17])([CH3:18])[OH:19].[CH3:1][O:2][CH2:3][O:4][c:5]1[cH:6][c:7]([CH:11]([CH3:12])[OH:13])[cH:8][cH:9][cH:10]1.[N:33]([C:34]([N:35]1[CH2:36][CH2:37][CH2:38][CH2:39][CH2:40]1)=[O:41])=[N:42][C:43]([N:44]1[CH2:45][CH2:46][CH2:47][CH2:48][CH2:49]1)=[O:50].[O:51]1[CH2:52][CH2:53][CH2:54][CH2:55]1>>[CH3:1][O:2][CH2:3][O:4][c:5]1[cH:6][c:7]([CH:11]([CH3:12])[C:16]#[N:17])[cH:8][cH:9][cH:10]1.